Task: describe an organic reaction: reactants, conditions, products, and yield. Dataset: the Open Reaction Database (ORD), a public repository of structured organic reaction records The reactants are [Al+3], CCOC(=O)NC1CCCc2ccccc21, C1CCOC1, [H-], [H-], [H-], [H-], [Li+]. Yields the product CNC1CCCc2ccccc21. As a reaction SMILES: [Al+3:18].[CH2:1]([O:2][C:4](=[O:3])[NH:5][CH:6]1[CH2:7][CH2:8][CH2:9][c:10]2[cH:11][cH:12][cH:13][cH:14][c:15]21)[CH3:16].[CH2:23]1[O:24][CH2:25][CH2:26][CH2:27]1.[H-:17].[H-:20].[H-:21].[H-:22].[Li+:19]>>[CH3:4][NH:5][CH:6]1[CH2:7][CH2:8][CH2:9][c:10]2[cH:11][cH:12][cH:13][cH:14][c:15]21. Starting materials: C1COCCOCCOCCOCCOCCO1 (18-Crown-6), ClC(C)OC(=O)OC(COC(CCCCCCCCCCCCCCC)=O)COC(CCCCCCCCCCCCCCC)=O (2-(1-Chloroethoxycarbonyl)-1,3-dipalmitoylglycerol), [I-].[Na+] (sodium iodide), C(C)(=O)NC=1C(=C(C(=O)[O-])C(=C(C1I)NC(C)=O)I)I.[K+] (potassium 3,5-diacetylamino-2,4,6-triiodobenzoate). Solvent: CN(C)C=O (DMF), ClCCl (dichloromethane). Conditions: temperature 50 celsius, time 5 day. The product is C(C)(=O)NC=1C(=C(C(=O)OC(C)OC(=O)OC(COC(CCCCCCCCCCCCCCC)=O)COC(CCCCCCCCCCCCCCC)=O)C(=C(C1I)NC(C)=O)I)I (2-[1-(3,5-Diacetylamino-2,4,6-triiodobenzoyloxy)-ethoxycarbonyl]-1,3-dipalmitoylglycerol). RXN SMILES: Cl[CH:2]([O:4][C:5]([O:7][CH:8]([CH2:28][O:29][C:30](=[O:46])[CH2:31][CH2:32][CH2:33][CH2:34][CH2:35][CH2:36][CH2:37][CH2:38][CH2:39][CH2:40][CH2:41][CH2:42][CH2:43][CH2:44][CH3:45])[CH2:9][O:10][C:11](=[O:27])[CH2:12][CH2:13][CH2:14][CH2:15][CH2:16][CH2:17][CH2:18][CH2:19][CH2:20][CH2:21][CH2:22][CH2:23][CH2:24][CH2:25][CH3:26])=[O:6])[CH3:3].[I-].[Na+].[C:49]([NH:52][C:53]1[C:54]([I:68])=[C:55]([C:59]([I:67])=[C:60]([NH:63][C:64](=[O:66])[CH3:65])[C:61]=1[I:62])[C:56]([O-:58])=[O:57])(=[O:51])[CH3:50].[K+].C1OCCOCCOCCOCCOCCOC1>CN(C=O)C.ClCCl>[C:64]([NH:63][C:60]1[C:59]([I:67])=[C:55]([C:54]([I:68])=[C:53]([NH:52][C:49](=[O:51])[CH3:50])[C:61]=1[I:62])[C:56]([O:58][CH:2]([O:4][C:5]([O:7][CH:8]([CH2:28][O:29][C:30](=[O:46])[CH2:31][CH2:32][CH2:33][CH2:34][CH2:35][CH2:36][CH2:37][CH2:38][CH2:39][CH2:40][CH2:41][CH2:42][CH2:43][CH2:44][CH3:45])[CH2:9][O:10][C:11](=[O:27])[CH2:12][CH2:13][CH2:14][CH2:15][CH2:16][CH2:17][CH2:18][CH2:19][CH2:20][CH2:21][CH2:22][CH2:23][CH2:24][CH2:25][CH3:26])=[O:6])[CH3:3])=[O:57])(=[O:66])[CH3:65] |f:1.2,3.4|. Procedure details: 2-(1-Chloroethoxycarbonyl)-1,3-dipalmitoylglycerol (1.00 g, 1.43 mmol) and sodium iodide were dissolved in a solution of potassium 3,5-diacetylamino-2,4,6-triiodobenzoate (0.88 g, 1.35 mmol) in DMF (10 ml). After 5 days stirring at 50° C. 18-Crown-6 (40 mg, 0.15 mmol) was added to the mixture which was then stirred at 50° C. for a further 3 days. The reaction mixture was diluted with dichloromethane, washed 4 times with a saturated sodium bicarbonate solution, twice with water, dried over sodium... Reactants: CCOC(C)=O, CC(C)(O[Si](C)(C)C)c1cc(Cc2ccc(Cl)cc2)nc(Cl)n1, C1CCOC1, O, Cc1ccc(S(=O)(=O)O)cc1. Product: CC(C)(O)c1cc(Cc2ccc(Cl)cc2)nc(Cl)n1. RXN SMILES: [CH3:41][CH2:42][O:43][C:44](=[O:45])[CH3:46].[Cl:1][c:2]1[n:3][c:4]([C:16]([CH3:17])([O:18][Si:19]([CH3:20])([CH3:21])[CH3:22])[CH3:23])[cH:5][c:6]([CH2:8][c:9]2[cH:10][cH:11][c:12]([Cl:15])[cH:13][cH:14]2)[n:7]1.[O:36]1[CH2:37][CH2:38][CH2:39][CH2:40]1.[OH2:24].[c:25]1([CH3:26])[cH:27][cH:28][c:29]([S:30]([OH:31])(=[O:32])=[O:33])[cH:34][cH:35]1>>[Cl:1][c:2]1[n:3][c:4]([C:16]([CH3:17])([OH:18])[CH3:23])[cH:5][c:6]([CH2:8][c:9]2[cH:10][cH:11][c:12]([Cl:15])[cH:13][cH:14]2)[n:7]1. RXN SMILES: [C:1]([CH3:2])([CH3:3])([CH3:4])[Si:5]([O:6][CH2:7][CH:8]([CH3:9])[OH:10])([CH3:11])[CH3:12].[Cl:68][CH2:69][Cl:70].[O:54]=[C:55]([O:56][CH:57]([CH3:58])[CH3:59])[N:60]=[N:61][C:62]([O:63][CH:64]([CH3:65])[CH3:66])=[O:67].[OH:13][c:14]1[cH:15][c:16]([C:17](=[O:18])[O:19][CH3:20])[cH:21][c:22]([O:24][c:25]2[cH:26][cH:27][c:28]([S:31](=[O:32])(=[O:33])[CH3:34])[cH:29][cH:30]2)[cH:23]1.[c:35]1([P:36]([c:37]2[cH:38][cH:39][cH:40][cH:41][cH:42]2)[c:43]2[cH:44][cH:45][cH:46][cH:47][cH:48]2)[cH:49][cH:50][cH:51][cH:52][cH:53]1>>[C:1]([CH3:2])([CH3:3])([CH3:4])[Si:5]([O:6][CH2:7][CH:8]([CH3:9])[O:10][c:14]1[cH:15][c:16]([C:17](=[O:18])[O:19][CH3:20])[cH:21][c:22]([O:24][c:25]2[cH:26][cH:27][c:28]([S:31](=[O:32])(=[O:33])[CH3:34])[cH:29][cH:30]2)[cH:23]1)([CH3:11])[CH3:12]. Reactants: CC(O)CO[Si](C)(C)C(C)(C)C, ClCCl, CC(C)OC(=O)N=NC(=O)OC(C)C, COC(=O)c1cc(O)cc(Oc2ccc(S(C)(=O)=O)cc2)c1, c1ccc(P(c2ccccc2)c2ccccc2)cc1. Yields the product COC(=O)c1cc(Oc2ccc(S(C)(=O)=O)cc2)cc(OC(C)CO[Si](C)(C)C(C)(C)C)c1. Starting materials: C(C)OC(COC1=C(C=C(C=C1)Cl)CNC(=O)OC(C)(C)C)=O (Ethyl-2-t-Butoxycarbonylaminomethyl-4-Chlorophenoxyacetate), O.[OH-].[Li+] (lithium hydroxide hydrate). Run in CO.C1CCOC1.O (methanol THF water). The product is C(C)(C)(C)OC(=O)NCC1=C(OCC(=O)O)C=CC(=C1)Cl (2-t-Butoxycarbonylaminomethyl-4-Chlorophenoxyacetic Acid). As a reaction SMILES: C([O:3][C:4](=[O:23])[CH2:5][O:6][C:7]1[CH:12]=[CH:11][C:10]([Cl:13])=[CH:9][C:8]=1[CH2:14][NH:15][C:16]([O:18][C:19]([CH3:22])([CH3:21])[CH3:20])=[O:17])C.O.[OH-].[Li+]>CO.C1COCC1.O>[C:19]([O:18][C:16]([NH:15][CH2:14][C:8]1[CH:9]=[C:10]([Cl:13])[CH:11]=[CH:12][C:7]=1[O:6][CH2:5][C:4]([OH:23])=[O:3])=[O:17])([CH3:22])([CH3:20])[CH3:21] |f:1.2.3,4.5.6|. Procedure details: The product from Step D was suspended in 1:1:1 methanol/THF/water (9 ml) and lithium hydroxide hydrate (126 mg, 3.0 mmol) was added. After 16 h the volatiles were removed in vacuo and the solution was diluted with water and was washed with ethyl acetate, adding sufficient brine to disperse the emulsion. The aqueous layer was acidified with 5% KHSO4 solution and was extracted with methylene chloride which was then dried (Na2SO4) and evaporated in vacuo to give the title compound as a solid: The reactants are CC=1C(=NC(=CN1)C)N1CC2CNCC2C1 (2-(3,6-Dimethyl-pyrazin-2-yl)-octahydro-pyrrolo[3,4-c]pyrrole), FC1=CC(=C(C(=O)O)C=C1)N1N=CC=N1 (4-Fluoro-2-[1,2,3]triazol-2-yl-benzoic acid). Yields the product CC=1C(=NC(=CN1)C)N1CC2CN(CC2C1)C(=O)C1=C(C=C(C=C1)F)N1N=CC=N1 (2-(3,6-Dimethylpyrazin-2-yl)-5-{[4-fluoro-2-(2H-1,2,3-triazol-2-yl)phenyl]carbonyl}octahydropyrrolo[3,4-c]pyrrole). As a reaction SMILES: [CH3:1][C:2]1[C:3]([N:9]2[CH2:16][CH:15]3[CH:11]([CH2:12][NH:13][CH2:14]3)[CH2:10]2)=[N:4][C:5]([CH3:8])=[CH:6][N:7]=1.[F:17][C:18]1[CH:26]=[CH:25][C:21]([C:22](O)=[O:23])=[C:20]([N:27]2[N:31]=[CH:30][CH:29]=[N:28]2)[CH:19]=1>>[CH3:1][C:2]1[C:3]([N:9]2[CH2:16][CH:15]3[CH:11]([CH2:12][N:13]([C:22]([C:21]4[CH:25]=[CH:26][C:18]([F:17])=[CH:19][C:20]=4[N:27]4[N:31]=[CH:30][CH:29]=[N:28]4)=[O:23])[CH2:14]3)[CH2:10]2)=[N:4][C:5]([CH3:8])=[CH:6][N:7]=1. Reported procedure: The title compound was prepared in a manner analogous to Example 15 utilizing Intermediate 34 and Intermediate 4. MS (ESI): mass calculated for C21H22FN7O, 407.45; m/z found 408.2 [M+H]+. 1H NMR (400 MHz, CDCl3) 7.83-7.72 (m, 4H), 7.42 (dd, J=8.5, 5.8, 1H), 7.14 (ddd, J=8.5, 7.8, 2.5, 1H), 3.94-3.86 (m, 1H), 3.82-3.74 (m, 1H), 3.73-3.60 (m, 2H), 3.56-3.47 (m, 1H), 3.42-3.31 (m, 2H), 3.10-2.82 (m, 3H), 2.50 (s, 3H), 2.36 (s, 3H). Starting materials: [Al+3], C#CCn1c(-c2ccccc2)nc(CC)c(CC(=O)OC)c1=O, C1CCOC1, [H-], [H-], [H-], [H-], [Li+], O. The product is C#CCn1c(-c2ccccc2)nc(CC)c(CCO)c1=O. RXN SMILES: [Al+3:25].[CH2:1]([CH3:2])[c:3]1[c:4]([CH2:19][C:20](=[O:21])[O:22][CH3:23])[c:5](=[O:18])[n:6]([CH2:15][C:16]#[CH:17])[c:7](-[c:9]2[cH:10][cH:11][cH:12][cH:13][cH:14]2)[n:8]1.[CH2:31]1[O:32][CH2:33][CH2:34][CH2:35]1.[H-:24].[H-:27].[H-:28].[H-:29].[Li+:26].[OH2:30]>>[CH2:1]([CH3:2])[c:3]1[c:4]([CH2:19][CH2:20][OH:21])[c:5](=[O:18])[n:6]([CH2:15][C:16]#[CH:17])[c:7](-[c:9]2[cH:10][cH:11][cH:12][cH:13][cH:14]2)[n:8]1.